This data is from the Open Reaction Database (ORD), a public repository of structured organic reaction records. The task is: describe an organic reaction: reactants, conditions, products, and yield The reactants are COC(C1=C(C(=CC(=C1)Br)[N+](=O)[O-])N)=O (2-amino-5-bromo-3-nitro-benzoic acid methyl ester), N1=CC=C(C=C1)B(O)O (pyridine-4-boronic acid), (tetrakistriphenyl phosphine) palladium (0). The solvent is COCCOC (DME), C(=O)([O-])[O-].[Na+].[Na+] (Na2CO3). Reaction conditions: temperature 90 celsius. Yields the product COC(C1=C(C(=CC(=C1)C1=CC=NC=C1)[N+](=O)[O-])N)=O (2-Amino-3-nitro-5-pyridin-4-yl-benzoic acid methyl ester). Yield: 50.8%. RXN SMILES: [CH3:1][O:2][C:3](=[O:15])[C:4]1[CH:9]=[C:8](Br)[CH:7]=[C:6]([N+:11]([O-:13])=[O:12])[C:5]=1[NH2:14].[N:16]1[CH:21]=[CH:20][C:19](B(O)O)=[CH:18][CH:17]=1>COCCOC.C([O-])([O-])=O.[Na+].[Na+]>[CH3:1][O:2][C:3](=[O:15])[C:4]1[CH:9]=[C:8]([C:19]2[CH:20]=[CH:21][N:16]=[CH:17][CH:18]=2)[CH:7]=[C:6]([N+:11]([O-:13])=[O:12])[C:5]=1[NH2:14] |f:3.4.5|. Procedure: A solution of 1.0 g (3.6 mmol) of 2-amino-5-bromo-3-nitro-benzoic acid methyl ester, 0.9 g (7.2 mmol) of pyridine-4-boronic acid, 0.42 g (0.36 mmol) of (tetrakistriphenyl phosphine) palladium (0) in 50 mL of DME and 8.4 mL of 2 N Na2CO3 was degassed with nitrogen for 20 min and then heated at 90° C. for 12 h. The reaction mixture was cooled to r.t., extracted with ethyl acetate (100 mL), washed with water, brine, dried over magnesium sulfate, and filtered. The filtrate was concentrated under red... Reactants: C[O-].[Na+].CO (sodium methoxide methanol), C(Br)(Br)(Br)Br (carbon tetrabromide), C1(=CC=CC=C1)P(C1=CC=CC=C1)C1=CC=CC=C1 (triphenylphosphine), FC1=CC=C(C=C1)[C@H](C)NC1=NC(=CC(=C1)CO)NC1=NC=CN=C1 ((S)-{2-[1-(4-Fluorophenyl)ethylamino]-6-(pyrazin-2-ylamino)pyridin-4-yl}methanol). Run in C(Cl)Cl (methylene chloride), C(C)(=O)OCC (ethyl acetate). Conditions: time 30 minute. Product: FC1=CC=C(C=C1)[C@H](C)NC1=NC(=CC(=C1)COC)NC1=NC=CN=C1 ((S)—N2-[1-(4-Fluorophenyl)ethyl]-4-(methoxymethyl)-N6-(pyrazin-2-yl)pyridine-2,6-diamine). Yield: 33.6%. As a reaction SMILES: [F:1][C:2]1[CH:7]=[CH:6][C:5]([C@@H:8]([NH:10][C:11]2[CH:16]=[C:15]([CH2:17][OH:18])[CH:14]=[C:13]([NH:19][C:20]3[CH:25]=[N:24][CH:23]=[CH:22][N:21]=3)[N:12]=2)[CH3:9])=[CH:4][CH:3]=1.[C:26](Br)(Br)(Br)Br.C1(P(C2C=CC=CC=2)C2C=CC=CC=2)C=CC=CC=1.C[O-].[Na+].CO>C(Cl)Cl.C(OCC)(=O)C>[F:1][C:2]1[CH:7]=[CH:6][C:5]([C@@H:8]([NH:10][C:11]2[CH:16]=[C:15]([CH2:17][O:18][CH3:26])[CH:14]=[C:13]([NH:19][C:20]3[CH:25]=[N:24][CH:23]=[CH:22][N:21]=3)[N:12]=2)[CH3:9])=[CH:4][CH:3]=1 |f:3.4.5|. Reported procedure: 20 mg of (S)-{2-[1-(4-fluorophenyl)ethylamino]-6-(pyrazin-2-ylamino)pyridin-4-yl}methanol (Example 140) was dissolved in methylene chloride, and 59 mg of carbon tetrabromide and 47 mg of triphenylphosphine were added under ice-cooling, and the mixture was stirred for 30 minutes. Subsequently, 90 μl of 9.8 M sodium methoxide/methanol solution was added thereto, and the mixture was stirred overnight. The reaction solution was diluted with ethyl acetate and was washed in turn with water and brine a... Starting materials: O=C([O-])[O-], Cc1ccccc1, O=C(N1CCc2ccc(Cl)c(OS(=O)(=O)C(F)(F)F)c2CC1)C(F)(F)F, [Cs+], [Cs+], Cc1ccc(C(C)N)s1, CC(=O)[O-], CC(=O)[O-], [Pd+2], c1ccc(P(c2ccccc2)c2ccc3ccccc3c2-c2c(P(c3ccccc3)c3ccccc3)ccc3ccccc23)cc1. The product is Cc1ccc(C(C)Nc2c(Cl)ccc3c2CCN(C(=O)C(F)(F)F)CC3)s1. RXN SMILES: [C:82](=[O:83])([O-:84])[O-:85].[CH3:88][c:89]1[cH:90][cH:91][cH:92][cH:93][cH:94]1.[Cl:1][c:2]1[c:3]([O:19][S:20]([C:21]([F:22])([F:23])[F:24])(=[O:25])=[O:26])[c:4]2[c:5]([cH:17][cH:18]1)[CH2:6][CH2:7][N:8]([C:11]([C:12]([F:13])([F:14])[F:15])=[O:16])[CH2:9][CH2:10]2.[Cs+:86].[Cs+:87].[NH2:27][CH:28]([CH3:29])[c:30]1[s:31][c:32]([CH3:35])[cH:33][cH:34]1.[O-:100][C:101]([CH3:102])=[O:103].[O-:96][C:97]([CH3:98])=[O:99].[Pd+2:95].[cH:36]1[cH:37][cH:38][c:39]([P:40]([c:41]2[cH:42][cH:43][c:44]3[c:45]([cH:46][cH:47][cH:48][cH:49]3)[c:50]2-[c:51]2[c:52]3[c:53]([cH:54][cH:55][cH:56][cH:57]3)[cH:58][cH:59][c:60]2[P:61]([c:62]2[cH:63][cH:64][cH:65][cH:66][cH:67]2)[c:68]2[cH:69][cH:70][cH:71][cH:72][cH:73]2)[c:74]2[cH:75][cH:76][cH:77][cH:78][cH:79]2)[cH:80][cH:81]1>>[Cl:1][c:2]1[c:3]([NH:27][CH:28]([CH3:29])[c:30]2[s:31][c:32]([CH3:35])[cH:33][cH:34]2)[c:4]2[c:5]([cH:17][cH:18]1)[CH2:6][CH2:7][N:8]([C:11]([C:12]([F:13])([F:14])[F:15])=[O:16])[CH2:9][CH2:10]2. The reactants are ClC1=CC=C(C=N1)C1=CC=2N(C(=C1)N)N=C(N2)C2=NC=CC=C2 (7-(6-chloro-pyridin-3-yl)-2-pyridin-2-yl-[1,2,4]triazolo[1,5-a]pyridin-5-ylamine), N1CCOCC1 (morpholine). The product is N1(CCOCC1)C1=CC=C(C=N1)C1=CC=2N(C=C1)N=C(N2)C2=NC=CC=C2 (7-(6-morpholin-4-yl-pyridin-3-yl)-2-pyridin-2-yl-[1,2,4]triazolo[1,5-a]pyridin). Yield: 62.0%. RXN SMILES: Cl[C:2]1[N:7]=[CH:6][C:5]([C:8]2[CH:13]=[C:12](N)[N:11]3[N:15]=[C:16]([C:18]4[CH:23]=[CH:22][CH:21]=[CH:20][N:19]=4)[N:17]=[C:10]3[CH:9]=2)=[CH:4][CH:3]=1.[NH:24]1[CH2:29][CH2:28][O:27][CH2:26][CH2:25]1>>[N:24]1([C:2]2[N:7]=[CH:6][C:5]([C:8]3[CH:13]=[CH:12][N:11]4[N:15]=[C:16]([C:18]5[CH:23]=[CH:22][CH:21]=[CH:20][N:19]=5)[N:17]=[C:10]4[CH:9]=3)=[CH:4][CH:3]=2)[CH2:29][CH2:28][O:27][CH2:26][CH2:25]1. Procedure: A solution of 0.10 g (0.0003 mol) 7-(6-chloro-pyridin-3-yl)-2-pyridin-2-yl-[1,2,4]triazolo[1,5-a]pyridin-5-ylamine in 15 ml morpholine were stirred at 130° C. for 4 hours. Removal of the amine and chromatography on silicagel with dichloromethane/methanol 9/1 gave 0.07 g (62%) 7-(6-morpholin-4-yl-pyridin-3-yl)-2-pyridin-2-yl-[1,2,4]triazolo[1,5-a]pyridin beige solid, MS m/e (%):374 (M+H+,100). Starting materials: C[N+]1([O-])CCOCC1, CC(C)=O, CO, Nc1nc(N)c2c(OCC3CC4C=CC3C4)cccc2n1, [Na+], [Na+], O, O=S([O-])S(=O)(=O)[O-]. The product is Nc1nc(N)c2c(OCC3CC4CC3C(O)C4O)cccc2n1. Reaction SMILES: [CH3:1][N+:2]1([O-:3])[CH2:4][CH2:5][O:6][CH2:7][CH2:8]1.[CH3:40][C:41]([CH3:42])=[O:43].[CH3:44][OH:45].[CH:9]12[CH:10]([CH2:16][O:17][c:18]3[c:19]4[c:20]([NH2:29])[n:21][c:22]([NH2:28])[n:23][c:24]4[cH:25][cH:26][cH:27]3)[CH2:11][CH:12]([CH:13]=[CH:14]1)[CH2:15]2.[Na+:37].[Na+:38].[OH2:39].[S:30]([S:31]([O-:32])=[O:33])([O-:34])(=[O:35])=[O:36]>>[CH:9]12[CH:10]([CH2:16][O:17][c:18]3[c:19]4[c:20]([NH2:29])[n:21][c:22]([NH2:28])[n:23][c:24]4[cH:25][cH:26][cH:27]3)[CH2:11][CH:12]([CH:13]([OH:39])[CH:14]1[OH:45])[CH2:15]2. Reactants: C1=CC=C(C=C1)P(C2=CC=CC=C2)C3=C(C4=CC=CC=C4C=C3)C5=C(C=CC6=CC=CC=C65)P(C7=CC=CC=C7)C8=CC=CC=C8 ((R)-(+)-2,2′-bis(diphenylphosphino)-1,1′-binaphthyl), BrC1=CC2=C(C(=NS2)C(=O)N2CCN3CCC2CC3)C=C1 (6-bromo-3-(1,4-diazabicyclo[3.2.2]non-4-ylcarbonyl)-1,2-benzisothiazole), C(C)(C)N1C(NCC1)=O (1-isopropylimidazolidin-2-one), C([O-])([O-])=O.[Cs+].[Cs+] (cesium carbonate). Reagents/catalysts: C(C)(=O)[O-].[Pd+2].C(C)(=O)[O-] (palladium acetate), C(C)(=O)[O-].[Pd+2].C(C)(=O)[O-] (palladium acetate). The solvent is C1(=CC=CC=C1)C (toluene). Conditions: temperature 80 celsius. Product: N12CCN(C(CC1)CC2)C(=O)C2=NSC1=C2C=CC(=C1)N1C(N(CC1)C(C)C)=O (1-[3-(1,4-Diazabicyclo[3.2.2]non-4-ylcarbonyl)-1,2-benzisothiazol-6-yl]-3-isopropylimidazolidin-2-one). The yield is 75.0%. As a reaction SMILES: C1C=CC(P(C2C=CC3C(=CC=CC=3)C=2C2C3C(=CC=CC=3)C=CC=2P(C2C=CC=CC=2)C2C=CC=CC=2)C2C=CC=CC=2)=CC=1.Br[C:48]1[CH:67]=[CH:66][C:51]2[C:52]([C:55]([N:57]3[CH:63]4[CH2:64][CH2:65][N:60]([CH2:61][CH2:62]4)[CH2:59][CH2:58]3)=[O:56])=[N:53][S:54][C:50]=2[CH:49]=1.[CH:68]([N:71]1[CH2:75][CH2:74][NH:73][C:72]1=[O:76])([CH3:70])[CH3:69].C(=O)([O-])[O-].[Cs+].[Cs+]>C([O-])(=O)C.[Pd+2].C([O-])(=O)C.C1(C)C=CC=CC=1>[N:60]12[CH2:65][CH2:64][CH:63]([CH2:62][CH2:61]1)[N:57]([C:55]([C:52]1[C:51]3[CH:66]=[CH:67][C:48]([N:73]4[CH2:74][CH2:75][N:71]([CH:68]([CH3:70])[CH3:69])[C:72]4=[O:76])=[CH:49][C:50]=3[S:54][N:53]=1)=[O:56])[CH2:58][CH2:59]2 |f:3.4.5,6.7.8|. Procedure details: A mixture of toluene (8 mL) and (R)-(+)-2,2′-bis(diphenylphosphino)-1,1′-binaphthyl (0.2 mmol) was degassed with nitrogen for 4 minutes, then heated at 80° C. until the (R)-(+)-2,2′-bis(diphenylphosphino)-1,1′-binaphthyl dissolved completely. The solution was allowed to cool to rt and palladium acetate (0.09 mmol) was added. The mixture was stirred until the palladium acetate completely dissolved. The resultant yellow solution was added to a mixture of 6-bromo-3-(1,4-diazabicyclo[3.2.2]non-4-ylc...